Dataset: the Open Reaction Database (ORD), a public repository of structured organic reaction records. Task: describe an organic reaction: reactants, conditions, products, and yield Reactants: CCOC(C)=O, CO, Cl, Fc1ccc(-c2nn(C(c3ccccc3)(c3ccccc3)c3ccccc3)cc2-c2ccc3ncc(-c4ccccn4)n3c2)cc1, [Na+], C1CCOC1, [OH-], O. The product is Fc1ccc(-c2n[nH]cc2-c2ccc3ncc(-c4ccccn4)n3c2)cc1. RXN SMILES: [CH3:56][CH2:57][O:58][C:59](=[O:60])[CH3:61].[CH3:62][OH:63].[ClH:47].[F:1][c:2]1[cH:3][cH:4][c:5](-[c:8]2[n:9][n:10]([C:28]([c:29]3[cH:30][cH:31][cH:32][cH:33][cH:34]3)([c:35]3[cH:36][cH:37][cH:38][cH:39][cH:40]3)[c:41]3[cH:42][cH:43][cH:44][cH:45][cH:46]3)[cH:11][c:12]2-[c:13]2[cH:14][cH:15][c:16]3[n:17]([cH:18]2)[c:19](-[c:22]2[n:23][cH:24][cH:25][cH:26][cH:27]2)[cH:20][n:21]3)[cH:6][cH:7]1.[Na+:54].[O:48]1[CH2:49][CH2:50][CH2:51][CH2:52]1.[OH-:53].[OH2:55]>>[F:1][c:2]1[cH:3][cH:4][c:5](-[c:8]2[n:9][nH:10][cH:11][c:12]2-[c:13]2[cH:14][cH:15][c:16]3[n:17]([cH:18]2)[c:19](-[c:22]2[n:23][cH:24][cH:25][cH:26][cH:27]2)[cH:20][n:21]3)[cH:6][cH:7]1.